Dataset: the Open Reaction Database (ORD), a public repository of structured organic reaction records. Task: describe an organic reaction: reactants, conditions, products, and yield Reactants: C(C1=CC=CC=C1)OC1=CC(=C(C=O)C=C1)C (4-benzyloxy-2-methyl-benzaldehyde), solution, C(C)(C)[N-]C(C)C.[Li+] (lithium diisopropylamide), C(C)OC(COCC)=O (ethoxy-acetic acid ethyl ester). Solvent: O1CCCC1 (tetrahydrofuran), C1CCOC1.CCCCCCC (THF n-heptane), O1CCCC1 (tetrahydrofuran). Run at time 30 minute. Yields the product C(C)OC(C(C(O)C1=C(C=C(C=C1)OCC1=CC=CC=C1)C)OCC)=O (3-(4-Benzyloxy-2-methyl-phenyl)-2-ethoxy-3-hydroxy-propionic acid ethyl ester). The yield is 102.7%. As a reaction SMILES: C([N-]C(C)C)(C)C.[Li+].[CH2:9]([O:11][C:12](=[O:17])[CH2:13][O:14][CH2:15][CH3:16])[CH3:10].[CH2:18]([O:25][C:26]1[CH:33]=[CH:32][C:29]([CH:30]=[O:31])=[C:28]([CH3:34])[CH:27]=1)[C:19]1[CH:24]=[CH:23][CH:22]=[CH:21][CH:20]=1>C1COCC1.CCCCCCC.O1CCCC1>[CH2:9]([O:11][C:12](=[O:17])[CH:13]([O:14][CH2:15][CH3:16])[CH:30]([C:29]1[CH:32]=[CH:33][C:26]([O:25][CH2:18][C:19]2[CH:24]=[CH:23][CH:22]=[CH:21][CH:20]=2)=[CH:27][C:28]=1[CH3:34])[OH:31])[CH3:10] |f:0.1,4.5|. Reported procedure: To a −78° C. cold 2 M solution of lithium diisopropylamide (305 mmol) in THF/n-heptane (152.4 ml) was added a solution of ethoxy-acetic acid ethyl ester (45.2 ml, 331 mmol) in tetrahydrofuran (240 ml) within 1.5 h under an argon atmosphere. The mixture was stirred for 30 min. A solution of 4-benzyloxy-2-methyl-benzaldehyde (30 g, 132.6 mmol) in tetrahydrofuran (420 ml) was added dropwise over a period of 50 min. The reaction mixture was stirred 2 h at −78° C., poured onto ice water/aqueous ammon... The reactants are CC(C)(C)c1ccc(O)c(Br)c1, COCCOC, COC(C)(C)C, O=Cc1ccc(B(O)O)o1, [Na+], [Na+], O=C([O-])[O-], O. Product: CC(C)(C)c1ccc(O)c(-c2ccc(C=O)o2)c1. RXN SMILES: [Br:1][c:2]1[c:3]([OH:12])[cH:4][cH:5][c:6]([C:8]([CH3:9])([CH3:10])[CH3:11])[cH:7]1.[CH3:29][O:30][CH2:31][CH2:32][O:33][CH3:34].[CH3:35][O:36][C:37]([CH3:38])([CH3:39])[CH3:40].[CH:13](=[O:14])[c:15]1[cH:16][cH:17][c:18]([B:20]([OH:21])[OH:22])[o:19]1.[Na+:23].[Na+:24].[O-:25][C:26](=[O:27])[O-:28].[OH2:41]>>[c:2]1(-[c:18]2[cH:17][cH:16][c:15]([CH:13]=[O:14])[o:19]2)[c:3]([OH:12])[cH:4][cH:5][c:6]([C:8]([CH3:9])([CH3:10])[CH3:11])[cH:7]1. The reactants are CC1=C(C2=C(N(C=N2)CC2=CC=NC=C2)C=C1)[N+](=O)[O-] (5-Methyl-4-nitro-1-(pyridin-4-yl)methyl-1H-benzimidazole), Cl.ClCC1=CC=NC2=CC=CC=C12 (4-chloromethylquinoline hydrochloride). Product: CC1=C(C2=C(N(C=N2)CC2=CC=NC3=CC=CC=C23)C=C1)[N+](=O)[O-] (4-(5-Methyl-4-nitro-benzoimidazol-1-ylmethyl)-quinoline). Reaction SMILES: [CH3:1][C:2]1[CH:17]=[CH:16][C:5]2[N:6]([CH2:9][C:10]3[CH:15]=[CH:14][N:13]=[CH:12][CH:11]=3)[CH:7]=[N:8][C:4]=2[C:3]=1[N+:18]([O-:20])=[O:19].Cl.Cl[CH2:23][C:24]1C2C(=CC=CC=2)N=[CH:26][CH:25]=1>>[CH3:1][C:2]1[CH:17]=[CH:16][C:5]2[N:6]([CH2:9][C:10]3[C:11]4[C:12](=[CH:23][CH:24]=[CH:25][CH:26]=4)[N:13]=[CH:14][CH:15]=3)[CH:7]=[N:8][C:4]=2[C:3]=1[N+:18]([O-:20])=[O:19] |f:1.2|. Reported procedure: Compound 5a was synthesized in the same manner as compound 2c using 4-chloromethylquinoline hydrochloride instead of 4-chloromethylpyridine hydrochloride. Starting materials: O=C([O-])[O-], CC1(C)OB(c2cccc(S(N)(=O)=O)c2)OC1(C)C, COCCOC, Nc1ncc(Br)c2scc(-c3ccc(F)c(Cl)c3)c12, [Na+], [Na+], CN(C)C=O, c1ccc(P(c2ccccc2)(c2ccccc2)[Pd](P(c2ccccc2)(c2ccccc2)c2ccccc2)(P(c2ccccc2)(c2ccccc2)c2ccccc2)P(c2ccccc2)(c2ccccc2)c2ccccc2)cc1. Product: Nc1ncc(-c2cccc(S(N)(=O)=O)c2)c2scc(-c3ccc(F)c(Cl)c3)c12. RXN SMILES: [C:39](=[O:40])([O-:41])[O-:42].[CH3:20][C:21]1([CH3:22])[C:23]([CH3:24])([CH3:25])[O:26][B:27]([c:28]2[cH:29][c:30]([S:34](=[O:35])(=[O:36])[NH2:37])[cH:31][cH:32][cH:33]2)[O:38]1.[CH3:50][O:51][CH2:52][CH2:53][O:54][CH3:55].[NH2:1][c:2]1[n:3][cH:4][c:5]([Br:19])[c:6]2[c:7]1[c:8](-[c:11]1[cH:12][c:13]([Cl:18])[c:14]([F:17])[cH:15][cH:16]1)[cH:9][s:10]2.[Na+:43].[Na+:44].[O:45]=[CH:46][N:47]([CH3:48])[CH3:49].[cH:56]1[cH:57][cH:58][c:59]([P:60]([Pd:61]([P:62]([c:63]2[cH:64][cH:65][cH:66][cH:67][cH:68]2)([c:69]2[cH:70][cH:71][cH:72][cH:73][cH:74]2)[c:75]2[cH:76][cH:77][cH:78][cH:79][cH:80]2)([P:81]([c:82]2[cH:83][cH:84][cH:85][cH:86][cH:87]2)([c:88]2[cH:89][cH:90][cH:91][cH:92][cH:93]2)[c:94]2[cH:95][cH:96][cH:97][cH:98][cH:99]2)[P:100]([c:101]2[cH:102][cH:103][cH:104][cH:105][cH:106]2)([c:107]2[cH:108][cH:109][cH:110][cH:111][cH:112]2)[c:113]2[cH:114][cH:115][cH:116][cH:117][cH:118]2)([c:119]2[cH:120][cH:121][cH:122][cH:123][cH:124]2)[c:125]2[cH:126][cH:127][cH:128][cH:129][cH:130]2)[cH:131][cH:132]1>>[NH2:1][c:2]1[n:3][cH:4][c:5](-[c:28]2[cH:29][c:30]([S:34](=[O:35])(=[O:36])[NH2:37])[cH:31][cH:32][cH:33]2)[c:6]2[c:7]1[c:8](-[c:11]1[cH:12][c:13]([Cl:18])[c:14]([F:17])[cH:15][cH:16]1)[cH:9][s:10]2. Starting materials: C(CCCCCCC)OC1=CC=C(C=C1)C1=NC=C(C=N1)O (2-(4-octyloxyphenyl)pyrimidin-5-ol), O1COC2=C1C=CC(=C2)CO (benzo[1,3]dioxol-5-ylmethanol). Yields the product O1COC2=C1C=CC(=C2)COC=2C=NC(=NC2)C2=CC=C(C=C2)OCCCCCCCC (5-(Benzo[1,3]dioxol-5-ylmethoxy)-2-(4-octyloxyphenyl)pyrimidine). As a reaction SMILES: [CH2:1]([O:9][C:10]1[CH:15]=[CH:14][C:13]([C:16]2[N:21]=[CH:20][C:19]([OH:22])=[CH:18][N:17]=2)=[CH:12][CH:11]=1)[CH2:2][CH2:3][CH2:4][CH2:5][CH2:6][CH2:7][CH3:8].[O:23]1[C:27]2[CH:28]=[CH:29][C:30]([CH2:32]O)=[CH:31][C:26]=2[O:25][CH2:24]1>>[O:23]1[C:27]2[CH:28]=[CH:29][C:30]([CH2:32][O:22][C:19]3[CH:18]=[N:17][C:16]([C:13]4[CH:14]=[CH:15][C:10]([O:9][CH2:1][CH2:2][CH2:3][CH2:4][CH2:5][CH2:6][CH2:7][CH3:8])=[CH:11][CH:12]=4)=[N:21][CH:20]=3)=[CH:31][C:26]=2[O:25][CH2:24]1. Procedure: By Mitsunobu etherification of 2-(4-octyloxyphenyl)pyrimidin-5-ol using benzo[1,3]dioxol-5-ylmethanol analogously to Example 208. Starting materials: CC(Br)Br, [Li]CCCC, C1CCOC1, CC(C)(C)C(=O)Nc1cccc(Cl)n1, O. Product: CC(C)(C)C(=O)Nc1nc(Cl)ccc1Br. Reaction SMILES: [Br:20][CH:21]([Br:22])[CH3:23].[CH2:15]([Li:16])[CH2:17][CH2:18][CH3:19].[CH2:25]1[O:26][CH2:27][CH2:28][CH2:29]1.[Cl:1][c:2]1[cH:3][cH:4][cH:5][c:6]([NH:8][C:9]([C:10]([CH3:11])([CH3:12])[CH3:13])=[O:14])[n:7]1.[OH2:24]>>[Cl:1][c:2]1[cH:3][cH:4][c:5]([Br:20])[c:6]([NH:8][C:9]([C:10]([CH3:11])([CH3:12])[CH3:13])=[O:14])[n:7]1. Starting materials: Cl, O=N[O-], COC(=O)c1ccc(SC)c(N)c1, [Na+], O. The product is COC(=O)c1ccc(SC)c(O)c1. RXN SMILES: [ClH:1].[N:15](=[O:16])[O-:17].[NH2:2][c:3]1[cH:4][c:5]([C:6](=[O:7])[O:8][CH3:9])[cH:10][cH:11][c:12]1[S:13][CH3:14].[Na+:18].[OH2:19]>>[c:3]1([OH:16])[cH:4][c:5]([C:6](=[O:7])[O:8][CH3:9])[cH:10][cH:11][c:12]1[S:13][CH3:14]. The reactants are C1(CCCC1)C=C(C1=CC=C(C=C1)S(=O)(=O)C)C1=CC=2C(=NC(=CC2)OC)N1 (2-[2-cyclopentyl-1-(4-methanesulfonyl-phenyl)-vinyl]-6-methoxy-1H-pyrrolo[2,3-b]pyridine). Reagents/catalysts: [Pd] (palladium on activated carbon). Solvent: CO (methanol). Reaction conditions: temperature 50 celsius. The product is C1(CCCC1)CC(C1=CC=C(C=C1)S(=O)(=O)C)C1=CC=2C(=NC(=CC2)OC)N1 (2-[2-cyclopentyl-1-(4-methanesulfonyl-phenyl)-ethyl]-6-methoxy-1H-pyrrolo[2,3-b]pyridine). Isolated yield 8.1%. RXN SMILES: [CH:1]1([CH:6]=[C:7]([C:18]2[NH:28][C:21]3=[N:22][C:23]([O:26][CH3:27])=[CH:24][CH:25]=[C:20]3[CH:19]=2)[C:8]2[CH:13]=[CH:12][C:11]([S:14]([CH3:17])(=[O:16])=[O:15])=[CH:10][CH:9]=2)[CH2:5][CH2:4][CH2:3][CH2:2]1>[Pd].CO>[CH:1]1([CH2:6][CH:7]([C:18]2[NH:28][C:21]3=[N:22][C:23]([O:26][CH3:27])=[CH:24][CH:25]=[C:20]3[CH:19]=2)[C:8]2[CH:9]=[CH:10][C:11]([S:14]([CH3:17])(=[O:16])=[O:15])=[CH:12][CH:13]=2)[CH2:5][CH2:4][CH2:3][CH2:2]1. Reported procedure: A mixture of 2-[2-cyclopentyl-1-(4-methanesulfonyl-phenyl)-vinyl]-6-methoxy-1H-pyrrolo[2,3-b]pyridine (0.22 g, 0.56 mmol) and 10% palladium on activated carbon (0.2 g) in methanol (150 mL) was heated at 50° C. under hydrogen (50 psi) for 12 h. After cooling to room temperature, the catalyst was removed by filtration and washed with ethyl acetate. The filtrate was concentrated in vacuo to give a residue which was purified using a Waters automated flash system (column: Xterra 30 mm×100 mm, sample ...